This data is from the Open Reaction Database (ORD), a public repository of structured organic reaction records. The task is: describe an organic reaction: reactants, conditions, products, and yield The reactants are C(C(=C)C)(=O)Cl (methacryloyl chloride), [Na][Na] (disodium), C(C=C)C=1C=C(C=CC1O)C(C)(C)C1=CC(=C(C=C1)O)CC=C (2,2-bis(3-allyl-4-hydroxyphenyl)propane), C(C)(C)(C)C1=CC(=CC(=C1O)C(C)(C)C)C (2,6-di-tert. butyl-p-cresol), C1(=CC=CC=C1)C (toluene). Conditions: time 2 hour. Product: C(C=C)C=1C=C(C=CC1OC(C=CC)=O)C(C)(C)C1=CC(=C(C=C1)OC(C=CC)=O)CC=C (2,2-bis(3-allyl-4-(methylacryloyloxy)phenyl)propane). RXN SMILES: [Na][Na].[CH2:3]([C:6]1[CH:7]=[C:8]([C:13]([C:16]2[CH:21]=[CH:20][C:19]([OH:22])=[C:18]([CH2:23][CH:24]=[CH2:25])[CH:17]=2)([CH3:15])[CH3:14])[CH:9]=[CH:10][C:11]=1[OH:12])[CH:4]=[CH2:5].C(C1[C:35]([OH:36])=[C:34]([C:37]([CH3:40])(C)C)C=C(C)C=1)(C)(C)C.[C:42](Cl)(=[O:46])[C:43](C)=[CH2:44].[C:48]1(C)C=CC=CC=1>>[CH2:23]([C:18]1[CH:17]=[C:16]([C:13]([C:8]2[CH:9]=[CH:10][C:11]([O:12][C:35](=[O:36])[CH:34]=[CH:37][CH3:40])=[C:6]([CH2:3][CH:4]=[CH2:5])[CH:7]=2)([CH3:15])[CH3:14])[CH:21]=[CH:20][C:19]=1[O:22][C:42](=[O:46])[CH:43]=[CH:44][CH3:48])[CH:24]=[CH2:25]. Procedure details: To a stirred mixture of 68.5 g of the disodium salt of 2,2-bis(3-allyl-4-hydroxyphenyl)propane, 250 ml of toluene, and 0.12 g of 2,6-di-tert. butyl-p-cresol was added dropwise over 1 hour 40.3 g of methacryloyl chloride, the temperature of the mixture being kept below 45° during the addition. After the mixture had been stirred for a further 21/2 hours, it was filtered and the filtrate was freed of solvent by subjecting it to vacuum (water pump) and then high vacuum. There remained in practically... Starting materials: C(C)(=O)O (acetic acid), C(C)OC(=O)C1(CC(CC(C1)C)C)O (1-hydroxy-3,5-dimethylcyclohexane carboxylic acid ethyl ester), Cl.NC(=N)N (guanidine hydrochloride), [OH-].[K+] (potassium hydroxide). The solvent is C(C)O (ethanol), O (water). Reaction conditions: time 3 hour. Product: NC=1OC2(C(N1)=O)CC(CC(C2)C)C (2-amino-7,9-dimethyl-1-oxa-3-aza-spiro[4,5]dec-2-en-4-one). The yield is 35.6%. RXN SMILES: C(O[C:4]([C:6]1([OH:14])[CH2:11][CH:10]([CH3:12])[CH2:9][CH:8]([CH3:13])[CH2:7]1)=[O:5])C.Cl.[NH2:16][C:17](N)=[NH:18].[OH-].[K+].C(O)(=O)C>C(O)C.O>[NH2:18][C:17]1[O:14][C:6]2([CH2:7][CH:8]([CH3:13])[CH2:9][CH:10]([CH3:12])[CH2:11]2)[C:4](=[O:5])[N:16]=1 |f:1.2,3.4|. Procedure details: A mixture of 9.43 grams of 1-hydroxy-3,5-dimethylcyclohexane carboxylic acid ethyl ester with 4.38 grams of guanidine hydrochloride and 2.59 grams of potassium hydroxide pellets in 52 ml of ethanol is refluxed for 1 hour. The solution is cooled, diluted with 172 ml of water and brought to pH 7 with glacial acetic acid resulting in a white precipitate being formed. After refrigeration at 5° C for 3 hours, the crystals are filtered, washed with water and ether, and dried yielding 3.20 grams of 2-a... The reactants are ClC=1C=C(C=CC1)C(C(=O)O)C1(CCCCC1)O ((3-chlorophenyl)(1-hydroxycyclohexyl)acetic acid), C1(CCCCC1)N (cyclohexylamine). Yields the product ClC=1C=C(C=CC1)C(C(=O)NC1CCCCC1)C1(CCCCC1)O (3-chlorophenyl-N-cyclohexyl-2-(1-hydroxycyclohexyl)acetamide). As a reaction SMILES: [Cl:1][C:2]1[CH:3]=[C:4]([CH:8]([C:12]2([OH:18])[CH2:17][CH2:16][CH2:15][CH2:14][CH2:13]2)[C:9]([OH:11])=O)[CH:5]=[CH:6][CH:7]=1.[CH:19]1([NH2:25])[CH2:24][CH2:23][CH2:22][CH2:21][CH2:20]1>>[Cl:1][C:2]1[CH:3]=[C:4]([CH:8]([C:12]2([OH:18])[CH2:17][CH2:16][CH2:15][CH2:14][CH2:13]2)[C:9]([NH:25][CH:19]2[CH2:24][CH2:23][CH2:22][CH2:21][CH2:20]2)=[O:11])[CH:5]=[CH:6][CH:7]=1. Procedure details: In an analogous manner to Example 1, step 1 2-(3-chlorophenyl-N-cyclohexyl-2-(1-hydroxycyclohexyl)acetamide was prepared from (3-chlorophenyl)(1-hydroxycyclohexyl)acetic acid (Reference Example 1-a) and cyclohexylamine. MS (ESI) m/z 350/352 ([M+H]+). Reactants: c1ccc2c(c1)CCNC2, Cc1ccccc1, Clc1cc(Cl)c2ccccc2n1, ClCCl. Product: Clc1cc(N2CCc3ccccc3C2)nc2ccccc12. Reaction SMILES: [CH2:13]1[NH:14][CH2:15][CH2:16][c:17]2[cH:18][cH:19][cH:20][cH:21][c:22]21.[CH3:23][c:24]1[cH:25][cH:26][cH:27][cH:28][cH:29]1.[Cl:1][c:2]1[n:3][c:4]2[cH:5][cH:6][cH:7][cH:8][c:9]2[c:10]([Cl:12])[cH:11]1.[Cl:30][CH2:31][Cl:32]>>[c:2]1([N:14]2[CH2:13][c:22]3[c:17]([cH:18][cH:19][cH:20][cH:21]3)[CH2:16][CH2:15]2)[n:3][c:4]2[cH:5][cH:6][cH:7][cH:8][c:9]2[c:10]([Cl:12])[cH:11]1. Reactants: C1(=CC=CC=C1)C(=C(C(=O)OCC)C(=O)[O-])NC1=C(C=CC=C1)C(F)(F)F (ethyl 2-[phenyl-(2-trifluoromethylphenylamino)-methylene]-propanedioate), C1(=CC=CC=C1)OC1=CC=CC=C1 (phenyl oxide). The product is OC1=C(C(=NC2=C(C=CC=C12)C(F)(F)F)C1=CC=CC=C1)C(=O)OCC (ethyl 4-hydroxy-2-phenyl-8-trifluoromethyl-quinoline-3-carboxylate). Yield: 78.2%. Reaction SMILES: [C:1]1([C:7]([NH:17][C:18]2[CH:23]=[CH:22][CH:21]=[CH:20][C:19]=2[C:24]([F:27])([F:26])[F:25])=[C:8]([C:14]([O-])=[O:15])[C:9]([O:11][CH2:12][CH3:13])=[O:10])[CH:6]=[CH:5][CH:4]=[CH:3][CH:2]=1.C1(OC2C=CC=CC=2)C=CC=CC=1>>[OH:15][C:14]1[C:23]2[C:18](=[C:19]([C:24]([F:25])([F:27])[F:26])[CH:20]=[CH:21][CH:22]=2)[N:17]=[C:7]([C:1]2[CH:6]=[CH:5][CH:4]=[CH:3][CH:2]=2)[C:8]=1[C:9]([O:11][CH2:12][CH3:13])=[O:10]. Procedure: Using the procedure of Step D of Example 6, 31.56 g of the product of Step C and 32 ml of phenyl oxide were reacted to obtain 23.56 g of ethyl 4-hydroxy-2-phenyl-8-trifluoromethyl-quinoline-3-carboxylate melting at 114° C which was used as is for the next step. Starting materials: CC#N, CCOC(=O)c1nc(I)oc1-c1ccc(OC)cc1, [Na+], [Na+], O=C([O-])[O-], OB(O)c1cccs1. Product: CCOC(=O)c1nc(-c2cccs2)oc1-c1ccc(OC)cc1. Reaction SMILES: [CH3:34][C:35]#[N:36].[I:1][c:2]1[o:3][c:4](-[c:12]2[cH:13][cH:14][c:15]([O:18][CH3:19])[cH:16][cH:17]2)[c:5]([C:7](=[O:8])[O:9][CH2:10][CH3:11])[n:6]1.[Na+:28].[Na+:29].[O-:30][C:31](=[O:32])[O-:33].[s:20]1[c:21]([B:25]([OH:26])[OH:27])[cH:22][cH:23][cH:24]1>>[c:2]1(-[c:21]2[s:20][cH:24][cH:23][cH:22]2)[o:3][c:4](-[c:12]2[cH:13][cH:14][c:15]([O:18][CH3:19])[cH:16][cH:17]2)[c:5]([C:7](=[O:8])[O:9][CH2:10][CH3:11])[n:6]1. Starting materials: C(C1=CC=CC=C1)C=1C=C2C(NC(=NC2=CC1F)N1N=CC(=C1)C(=O)OCC)=O (ethyl 1-(6-benzyl-7-fluoro-4-oxo-3,4-dihydroquinazolin-2-yl)-1H-pyrazole-4-carboxylate), N1CCCC1 (pyrrolidine). Yields the product C(C1=CC=CC=C1)C=1C=C2C(=NC(=NC2=CC1F)N1N=CC(=C1)C(=O)O)N1CCCC1 (1-(6-Benzyl-7-fluoro-4-(pyrrolidin-1-yl)quinazolin-2-yl)-1H-pyrazole-4-carboxylic acid). As a reaction SMILES: [CH2:1]([C:8]1[CH:9]=[C:10]2[C:15](=[CH:16][C:17]=1[F:18])[N:14]=[C:13]([N:19]1[CH:23]=[C:22]([C:24]([O:26]CC)=[O:25])[CH:21]=[N:20]1)[NH:12][C:11]2=O)[C:2]1[CH:7]=[CH:6][CH:5]=[CH:4][CH:3]=1.[NH:30]1[CH2:34][CH2:33][CH2:32][CH2:31]1>>[CH2:1]([C:8]1[CH:9]=[C:10]2[C:15](=[CH:16][C:17]=1[F:18])[N:14]=[C:13]([N:19]1[CH:23]=[C:22]([C:24]([OH:26])=[O:25])[CH:21]=[N:20]1)[N:12]=[C:11]2[N:30]1[CH2:34][CH2:33][CH2:32][CH2:31]1)[C:2]1[CH:3]=[CH:4][CH:5]=[CH:6][CH:7]=1. Procedure details: The above compound may be made analogous to Example 1 using ethyl 1-(6-benzyl-7-fluoro-4-oxo-3,4-dihydroquinazolin-2-yl)-1H-pyrazole-4-carboxylate in step D and pyrrolidine in step E. MS (ESI): predicted mass calcd. for C23H20FN5O2, 417.2 Reactants: Aluminum alkoxide, CC([O-])C.[Al+3].CC([O-])C.CC([O-])C (aluminum isopropoxide), [O-]CC.[Mg+2].[O-]CC (magnesium ethoxide), Magnesium alkoxide, clear solution. Yields the product [O-]CC.[Mg+2].[O-]CC.CC([O-])C.[Al+3].CC([O-])C.CC([O-])C (Magnesium Ethoxide Aluminum Isopropoxide). Reaction SMILES: [CH3:1][CH:2]([CH3:4])[O-:3].[Al+3:5].[CH3:6][CH:7]([CH3:9])[O-:8].[CH3:10][CH:11]([CH3:13])[O-:12].[O-]CC.[Mg+2:17].[O-]CC>>[O-:3][CH2:2][CH3:1].[Mg+2:17].[O-:8][CH2:7][CH3:6].[CH3:10][CH:11]([CH3:13])[O-:12].[Al+3:5].[CH3:1][CH:2]([CH3:4])[O-:3].[CH3:6][CH:7]([CH3:9])[O-:8] |f:0.1.2.3,4.5.6,7.8.9.10.11.12.13|. Procedure: One gram (5 mmoles) of aluminum isopropoxide was dissolved in 10 ml of Freon TF solvent and 0.7 grams (6 mmoles) of magnesium ethoxide added. After mixing in an ultra-sonic bath, followed by settling of suspended matter, 3 ml of the clear solution was analyzed for Mg and Al. Theory Al: 1.5 mmole, Found Al: 1.5 mmole. Theory Mg: 1.8 mmoles, Found Mg: 0.08 mmoles. Conclusion: Little effect of Aluminum alkoxide on solubility of Magnesium alkoxide in Freon TF, and therefore not a useful system for d... The reactants are CC(CCCN(CC)CC)NC(=O)C1=CC=NC2=CC=CC=C12 (quinoline-4-carboxylic acid (α-methyl-δ-diethylaminobutyl)amide), P(O)(O)(O)=O (ortho-phosphoric acid). Product: OP(O)(=O)OP(=O)(O)O.CC(CCCN(CC)CC)NC(=O)C1=CC=NC2=CC=CC=C12 (quinoline-4-carboxylic acid (α-methyl-δ-diethylaminobutyl)amide diphosphate). The yield is 68.1%. RXN SMILES: [CH3:1][CH:2]([NH:11][C:12]([C:14]1[C:23]2[C:18](=[CH:19][CH:20]=[CH:21][CH:22]=2)[N:17]=[CH:16][CH:15]=1)=[O:13])[CH2:3][CH2:4][CH2:5][N:6]([CH2:9][CH3:10])[CH2:7][CH3:8].[P:24](=[O:28])([OH:27])([OH:26])[OH:25]>>[OH:28][P:24]([O:27][P:24]([OH:27])([OH:26])=[O:25])(=[O:26])[OH:25].[CH3:1][CH:2]([NH:11][C:12]([C:14]1[C:23]2[C:18](=[CH:19][CH:20]=[CH:21][CH:22]=2)[N:17]=[CH:16][CH:15]=1)=[O:13])[CH2:3][CH2:4][CH2:5][N:6]([CH2:9][CH3:10])[CH2:7][CH3:8] |f:2.3|. Procedure details: 2-[4'-(5"-nitrofuryl-2")-1,3-butadienyl]quinoline-4-carboxylic acid (α-methyl-δ-diethylaminobutyl)amide diphosphate was prepared as described in Example 9 from 2-[2'-(5"-nitrofuryl-2")vinyl]quinoline-4-carboxylic acid (α-methyl-δ-diethylaminobutyl)amide and ortho-phosphoric acid. The yield was 68.1%, m.p. 176°-178° C. Reactants: N1=CC=CC=C1 (pyridine), C(#C)C=1C=C(C=CC1)NC1=NC=NC2=CC(=C(C=C12)N)F (N4-(3-ethynylphenyl)-7-fluoroquinazoline-4,6-diamine), ClC(=O)OC1=CC=CC=C1 (Phenyl chloroformate). The solvent is CN(C)C=O (DMF). Conditions: temperature 70 celsius. Yields the product C(#C)C=1C=C(C=CC1)NC1=NC=NC2=CC(=C(C=C12)NC(OC1=CC=CC=C1)=O)F (phenyl 4-(3-ethynylphenylamino)-7-fluoroquinazolin-6-ylcarbamate). Reaction SMILES: [C:1]([C:3]1[CH:4]=[C:5]([NH:9][C:10]2[C:19]3[C:14](=[CH:15][C:16]([F:21])=[C:17]([NH2:20])[CH:18]=3)[N:13]=[CH:12][N:11]=2)[CH:6]=[CH:7][CH:8]=1)#[CH:2].N1C=CC=CC=1.Cl[C:29]([O:31][C:32]1[CH:37]=[CH:36][CH:35]=[CH:34][CH:33]=1)=[O:30]>CN(C=O)C>[C:1]([C:3]1[CH:4]=[C:5]([NH:9][C:10]2[C:19]3[C:14](=[CH:15][C:16]([F:21])=[C:17]([NH:20][C:29](=[O:30])[O:31][C:32]4[CH:37]=[CH:36][CH:35]=[CH:34][CH:33]=4)[CH:18]=3)[N:13]=[CH:12][N:11]=2)[CH:6]=[CH:7][CH:8]=1)#[CH:2]. Procedure details: N4-(3-ethynylphenyl)-7-fluoroquinazoline-4,6-diamine (100 mg, 0.36 mmol) was dissolved into DMF (3 mL) containing pyridine (35 μL, 0.432 mmol). Phenyl chloroformate (46 μL, 0.36 mmol) was dropped into the mixture at room temperature and heated to 70° C. for 1 h to give phenyl 4-(3-ethynylphenylamino)-7-fluoroquinazolin-6-ylcarbamate. The obtained compound was used in the next step directly without purification. Then the amine (0.36 mmol) was added and stirred at 70° C. for 2.5 h. After cooled to...